This data is from the Open Reaction Database (ORD), a public repository of structured organic reaction records. The task is: describe an organic reaction: reactants, conditions, products, and yield The reactants are N12CCCCCC2=NCCC1 (1,8-diazabicyclo[5,4,0]undec-7-ene), FC(C1=CC(=NC=C1)C=1NOC(N1)=O)(F)F (3-(4-trifluoromethylpyridin-2-yl)-1,2,4-oxadiazol-5-one), C(C=C)N(C(=O)Cl)CC=C (N,N-diallylcarbamoyl chloride). The solvent is N1=CC=CC=C1 (pyridine). Conditions: time 8 hour. The product is FC(C1=CC(=NC=C1)C1=NOC(N1C(=O)N(CC=C)CC=C)=O)(F)F (3-(4-trifluoromethylpyridin-2-yl)-N,N-diallyl-1,2,4-oxadiazol-5-one-4-carboxamide). The yield is 73.9%. RXN SMILES: N12CCCN=C1CCCCC2.[F:12][C:13]([F:27])([F:26])[C:14]1[CH:19]=[CH:18][N:17]=[C:16]([C:20]2[NH:21][O:22][C:23](=[O:25])[N:24]=2)[CH:15]=1.[CH2:28]([N:31]([CH2:35][CH:36]=[CH2:37])[C:32](Cl)=[O:33])[CH:29]=[CH2:30]>N1C=CC=CC=1>[F:27][C:13]([F:12])([F:26])[C:14]1[CH:19]=[CH:18][N:17]=[C:16]([C:20]2[N:24]([C:32]([N:31]([CH2:35][CH:36]=[CH2:37])[CH2:28][CH:29]=[CH2:30])=[O:33])[C:23](=[O:25])[O:22][N:21]=2)[CH:15]=1. Procedure: To 1 ml of pyridine were added 0.28 g of 1,8-diazabicyclo[5,4,0]undec-7-ene, and 0.3 g of 3-(4-trifluoromethylpyridin-2-yl)-1,2,4-oxadiazol-5-one, and 0.29 g of N,N-diallylcarbamoyl chloride was added at room temperature. After stirring for 8 hours, the resultant solution was concentrated, and the residue was subjected to silica gel column chromatography to obtain 0.34 g of 3-(4-trifluoromethylpyridin-2-yl)-N,N-diallyl-1,2,4-oxadiazol-5-one-4-carboxamide (present compound (17)). Reactants: CC(C)(CCC=C1NC(=O)NC1=O)[N+](=O)[O-], [Pd]. The product is CC(C)(CCCC1NC(=O)NC1=O)[N+](=O)[O-]. RXN SMILES: [CH3:1][C:2]([CH2:3][CH2:4][CH:5]=[C:6]1[C:7](=[O:12])[NH:8][C:9](=[O:11])[NH:10]1)([CH3:13])[N+:14](=[O:15])[O-:16].[Pd:17]>>[CH3:1][C:2]([CH2:3][CH2:4][CH2:5][CH:6]1[C:7](=[O:12])[NH:8][C:9](=[O:11])[NH:10]1)([CH3:13])[N+:14](=[O:15])[O-:16]. Reactants: CN1C(N([C@H]([C@H]1C)C1=CC=CC=C1)C(C=CC=1SC=CC1)=O)=O ((4S,5R)-1,5-dimethyl-4-phenyl-3-(3-thiophen-2-yl-acryloyl)-imidazolidin-2-one), [O-]S(=O)(=O)C(F)(F)F.C(CCC)[B+]CCCC (dibutylboron triflate), CN(C)CCN(C)C (TMEDA), ClC1=CC(=CC=C1)C(=O)OO (meta-Chloroperbenzoic acid), C(C1=CC=C(C=C1)SC)[Mg]C1=CC=CC=C1.[Br-] (4-thioanisyl phenylmagnesium bromide). The reagents and catalysts are [Cu]I (Copper (I) iodide). The solvent is O1CCCC1 (tetrahydrofuran), O1CCCC1 (tetrahydrofuran). Run at temperature -78 celsius, time 10 minute. The product is CS(=O)(=O)C1=CC=C(C=C1)[C@@H](CC(=O)N1C(N([C@@H]([C@@H]1C1=CC=CC=C1)C)C)=O)C=1SC=CC1 ((4R,5S)-1-[(R)-3-(4-methanesulfonyl-phenyl)-3-thiophen-2-yl-propionyl]-3,4-dimethyl-5-phenyl-imidazolidin-2-one). Isolated yield 63.4%. Reaction SMILES: CN(CCN(C)C)C.C([Mg]C1C=CC=CC=1)C1C=CC(SC)=CC=1.[Br-].[CH3:26][N:27]1[C@H:31]([CH3:32])[C@H:30]([C:33]2[CH:38]=[CH:37][CH:36]=[CH:35][CH:34]=2)[N:29]([C:39](=[O:47])[CH:40]=[CH:41][C:42]2[S:43][CH:44]=[CH:45][CH:46]=2)[C:28]1=[O:48].[O-:49][S:50]([C:53](F)(F)F)(=O)=[O:51].C([B+]CCCC)CCC.Cl[C:67]1[CH:72]=[CH:71][CH:70]=[C:69](C(OO)=O)[CH:68]=1>O1CCCC1.[Cu]I>[CH3:53][S:50]([C:67]1[CH:72]=[CH:71][C:70]([C@H:41]([C:42]2[S:43][CH:44]=[CH:45][CH:46]=2)[CH2:40][C:39]([N:29]2[C@@H:30]([C:33]3[CH:38]=[CH:37][CH:36]=[CH:35][CH:34]=3)[C@@H:31]([CH3:32])[N:27]([CH3:26])[C:28]2=[O:48])=[O:47])=[CH:69][CH:68]=1)(=[O:51])=[O:49] |f:1.2,4.5|. Reported procedure: Copper (I) iodide (1.3 g, 6.89 mmol) was suspended in tetrahydrofuran (10 mL) under argon and TMEDA (1.14 mL, 7.58 mmol) was added as a single portion. After stirring for 10 min the solution was cooled to −78° C. and 4-thioanisyl phenylmagnesium bromide (14 mL, 6.89 mmol) was added dropwise. The resulting solution was then stirred for a further 30 min at −78° C. To this mixture was then added slowly a mixture of (4S,5R)-1,5-dimethyl-4-phenyl-3-(3-thiophen-2-yl-acryloyl)-imidazolidin-2-one (1.13 ... The reactants are CN(C)C=O (DMF), C(CCC)[Li].C1CCOC1 (n-butyl lithium THF), CC1C(N(CCC1)C)(C)C (tetramethylpiperidine), FC1=C(C(=O)OC(C)(C)C)C=CC(=C1)F (tert-butyl 2,4-difluorobenzoate). Solvent: O (water), C(C)(=O)O (acetic acid), C1CCOC1 (THF), C1CCOC1 (THF). Reaction conditions: temperature -10 celsius, time 10 minute. Yields the product FC1=C(C(=O)OC(C)(C)C)C=CC(=C1C=O)F (tert-butyl 2,4-difluoro-3-formylbenzoate). Yield: 100.0%. As a reaction SMILES: C([Li])CCC.C1C[O:9][CH2:8]C1.CC1CCCN(C)C1(C)C.[F:21][C:22]1[CH:34]=[C:33]([F:35])[CH:32]=[CH:31][C:23]=1[C:24]([O:26][C:27]([CH3:30])([CH3:29])[CH3:28])=[O:25].CN(C=O)C>C1COCC1.O.C(O)(=O)C>[F:21][C:22]1[C:34]([CH:8]=[O:9])=[C:33]([F:35])[CH:32]=[CH:31][C:23]=1[C:24]([O:26][C:27]([CH3:30])([CH3:29])[CH3:28])=[O:25] |f:0.1|. Reported procedure: At −78° C., 17.62 ml of 1.59 M n-butyl lithium-THF solution was added dropwise to 100 ml of THF solution containing 4.73 ml of tetramethylpiperidine. This was stirred at −10° C. for 10 minutes, cooled to −78° C., mixed with 5.00 g of tert-butyl 2,4-difluorobenzoate dissolved in 20 ml of THF and then stirred for 1 hour. Subsequently, 7.23 ml of DMF was added dropwise thereto, and the mixture was stirred for 1 hour, mixed with 5.34 ml of acetic acid and then risen to room temperature. This was mix... Starting materials: OO (hydrogen peroxide), N (ammonia), Cl (hydrochloric acid), peroxide, 3,3'-Dimethyl-1,1'-peroxydicyclohexylamine, C[O-].[Na+] (sodium methoxide), CC1CC(CCC1)=O (3-methylcyclohexanone). The solvent is O (water), CO (methanol). The product is CC1CC(CCC1)=O (3-methylcyclohexanone), CC1C(=O)NCCCC1 (methylcaprolactam). As a reaction SMILES: [CH3:1][CH:2]1[CH2:7][CH2:6][CH2:5][C:4](=[O:8])[CH2:3]1.OO.[NH3:11].[CH3:12][O-:13].[Na+].Cl>CO.O>[CH3:1][CH:2]1[CH2:7][CH2:6][CH2:5][C:4](=[O:8])[CH2:3]1.[CH3:5][CH:4]1[CH2:3][CH2:2][CH2:7][CH2:6][NH:11][C:12]1=[O:13] |f:3.4|. Procedure details: 3,3'-Dimethyl-1,1'-peroxydicyclohexylamine (10 g.) derived from 3-methylcyclohexanone, hydrogen peroxide and ammonia, and probably a mixture of stereoisomers was added to a solution of sodium methoxide in methanol (2 g. sodium in 40 c.c. methanol) and the mixture heated under reflux for 2 hours; only a small amount of peroxide remained unreacted. The solution was cooled, diluted with water, neutralised with hydrochloric acid and extracted with chloroform. Distillation of the chloroform extract g... Reactants: OC1=C(C=CC=C1)C1=CC=C(C=C1)CN1C([C@@H](CCC2=C1C=CC=C2)NC(CC(C)(C)NC(=O)OC(C)(C)C)=O)=O (N-[1-[[(2'-Hydroxy)[1,1'-biphenyl]-4-yl]methyl]-2,3,4,5-tetrahydro-2-oxo-1H-1-benzazepin-3(R)-yl]-3-t-butoxycarbonylamino-3-methylbutanamide), CN=C=O (methyl isocyanate), N12CCCCCC2=NCCC1 (1,8-diazabicyclo[5.4.0]undec-7-ene). The solvent is C(Cl)Cl (methylene chloride). Run at time 10 minute. Yields the product CNC(=O)OC1=C(C=CC=C1)C1=CC=C(C=C1)CN1C([C@@H](CCC2=C1C=CC=C2)NC(CC(C)(C)NC(=O)OC(C)(C)C)=O)=O (N-[1-[[2'-[(Methylaminocarbonyl)oxy][1,1'-biphenyl]-4-yl]methyl]-2,3,4,5-tetrahydro-2-oxo-1H-1-benzazepin-3(R)-yl]-3-t-butoxycarbonylamino-3-methylbutanamide). The yield is 118.8%. RXN SMILES: [OH:1][C:2]1[CH:7]=[CH:6][CH:5]=[CH:4][C:3]=1[C:8]1[CH:13]=[CH:12][C:11]([CH2:14][N:15]2[C:21]3[CH:22]=[CH:23][CH:24]=[CH:25][C:20]=3[CH2:19][CH2:18][C@@H:17]([NH:26][C:27](=[O:40])[CH2:28][C:29]([NH:32][C:33]([O:35][C:36]([CH3:39])([CH3:38])[CH3:37])=[O:34])([CH3:31])[CH3:30])[C:16]2=[O:41])=[CH:10][CH:9]=1.[CH3:42][N:43]=[C:44]=[O:45].N12CCCN=C1CCCCC2>C(Cl)Cl>[CH3:42][NH:43][C:44]([O:1][C:2]1[CH:7]=[CH:6][CH:5]=[CH:4][C:3]=1[C:8]1[CH:9]=[CH:10][C:11]([CH2:14][N:15]2[C:21]3[CH:22]=[CH:23][CH:24]=[CH:25][C:20]=3[CH2:19][CH2:18][C@@H:17]([NH:26][C:27](=[O:40])[CH2:28][C:29]([NH:32][C:33]([O:35][C:36]([CH3:39])([CH3:38])[CH3:37])=[O:34])([CH3:31])[CH3:30])[C:16]2=[O:41])=[CH:12][CH:13]=1)=[O:45]. Reported procedure: A solution of 100 mg (approx. 0.2 mmol) of the crude intermediate obtained in Step G in 5 mL of methylene chloride was treated with 1.0 mL of methyl isocyanate (17 mmol) and 0.1 mL of 1,8-diazabicyclo[5.4.0]undec-7-ene under a nitrogen atmosphere. The reaction mixture was stirred at room temperature for 10 minutes and then evaporated under vacuum to give 146 mg of crude product. 1H NMR (400 MHz, CDCl3): δ 1.32 (s, 3H), 1.33 (s, 3H), 1.39 (s, 9H), 2.12 (m, 1H), 2.33 (m, 1H), 2.52 (dd, 1H), 2.57 (... The reactants are CC(C)([O-])C.[K+] (potassium tert-butoxide), CC(C)([O-])C.[K+] (Potassium tert-butoxide), ClC1=CC(=C(S1)NC(C)=O)S(N)(=O)=O (N-(5-chloro-3-sulfamoylthiophen-2-yl)-acetamide), C(C)(C)N=C=S (isopropyl isothiocyanate). Solvent: CN(C=O)C (N,N-dimethylformamide). Run at time 5 minute. Product: ClC1=CC(=C(S1)NC(C)=O)S(NC(NC(C)C)=S)(=O)=O (N-[5-Chloro-3-(isopropylthiocarbamoyl)sulfamoylthiophen-2-yl]acetamide). Isolated yield 77.0%. As a reaction SMILES: CC(C)([O-])C.[K+].[Cl:7][C:8]1[S:12][C:11]([NH:13][C:14](=[O:16])[CH3:15])=[C:10]([S:17](=[O:20])(=[O:19])[NH2:18])[CH:9]=1.[CH:21]([N:24]=[C:25]=[S:26])([CH3:23])[CH3:22]>CN(C)C=O>[Cl:7][C:8]1[S:12][C:11]([NH:13][C:14](=[O:16])[CH3:15])=[C:10]([S:17](=[O:19])(=[O:20])[NH:18][C:25](=[S:26])[NH:24][CH:21]([CH3:23])[CH3:22])[CH:9]=1 |f:0.1|. Procedure details: Potassium tert-butoxide (135 mg, 1.2 mmol) was added to a solution of N-(5-chloro-3-sulfamoylthiophen-2-yl)-acetamide(255 mg, 1.0 mmol) in dry N,N-dimethylformamide (5 ml) with stirring on an ice bath. After 5 min, isopropyl isothiocyanate (0.128 ml, 1.2 mmol) was added dropwise and the solution was stirred for 30 min at 0° C. and then at room temperature for 3 h. A further amount of potassium tert-butoxide (135 mg, 1.2 mmol) was added to the solution and stirring was continued at room temperatu... Starting materials: C1(\C=C/C(=O)O1)=O (maleic anhydride), C[C@H]([C@H](C1=CC=CC=C1)O)N ((+)-norephedrine). The solvent is C1(=CC=CC=C1)C (toluene), C1(=CC=CC=C1)C (toluene). Run at temperature 50 celsius. Yields the product CC(C(O)C1=CC=CC=C1)NC(\C=C/C(=O)O)=O ((+)-N-(1-Methyl-2-phenyl-2-hydroxyethyl)-maleic acid monoamide). RXN SMILES: [C:1]1(=[O:7])[O:6][C:4](=[O:5])[CH:3]=[CH:2]1.[CH3:8][C@@H:9]([NH2:18])[C@@H:10]([OH:17])[C:11]1[CH:16]=[CH:15][CH:14]=[CH:13][CH:12]=1>C1(C)C=CC=CC=1>[CH3:8][CH:9]([NH:18][C:4](=[O:5])/[CH:3]=[CH:2]\[C:1]([OH:6])=[O:7])[CH:10]([C:11]1[CH:16]=[CH:15][CH:14]=[CH:13][CH:12]=1)[OH:17]. Procedure details: 32.6 grams of maleic anhydride were dissolved in 600 ml of toluene and there were dropped into this solution under stirring a 50° C. warm solution of 50.0 grams of (+)-norephedrine in 100 ml of toluene. Then stirring was continued for 30 more minutes at this temperature. The product was allowed to cool, filtered off with suction, dried and recrystallized from ethyl acetate. Yield: 63.5 grams=77.0% of theory. M.P. 154°-156°